This data is from the Open Reaction Database (ORD), a public repository of structured organic reaction records. The task is: describe an organic reaction: reactants, conditions, products, and yield The reactants are B, COc1ccc2c(c1)CC(=O)N(CCCc1ccccc1)S2(=O)=O, Cl. Product: COc1ccc2c(c1)CCN(CCCc1ccccc1)S2(=O)=O. Reaction SMILES: [BH3:1].[CH3:2][O:3][c:4]1[cH:5][cH:6][c:7]2[c:8]([cH:25]1)[CH2:9][C:10](=[O:24])[N:11]([CH2:15][CH2:16][CH2:17][c:18]1[cH:19][cH:20][cH:21][cH:22][cH:23]1)[S:12]2(=[O:13])=[O:14].[ClH:26]>>[CH3:2][O:3][c:4]1[cH:5][cH:6][c:7]2[c:8]([cH:25]1)[CH2:9][CH2:10][N:11]([CH2:15][CH2:16][CH2:17][c:18]1[cH:19][cH:20][cH:21][cH:22][cH:23]1)[S:12]2(=[O:13])=[O:14]. The reactants are ClC1=CC(=C(C=C1)CCCN1C(C=2C(C1=O)=CC=CC2)=O)C(C2=CC=CC=C2)=O (1-[4-chloro-2-benzoylphenyl]-3-phthalimidopropane). Run in C(C)O (ethanol), [OH-].[Na+] (sodium hydroxide), Cl (hydrochloric acid), O (water). Yields the product Cl.ClC1=CC2=C(CCCN=C2C2=CC=CC=C2)C=C1 (8-Chloro-4,5-dihydro-1-phenyl-3H-2-benzazepine hydrochloride). Reaction SMILES: [Cl:1][C:2]1[CH:7]=[CH:6][C:5]([CH2:8][CH2:9][CH2:10][N:11]2[C:15](=O)[C:14]3=[CH:17][CH:18]=[CH:19][CH:20]=[C:13]3C2=O)=[C:4](C(=O)C2C=CC=CC=2)[CH:3]=1>C(O)C.[OH-].[Na+].Cl.O>[ClH:1].[Cl:1][C:2]1[CH:3]=[CH:4][C:5]2[CH2:8][CH2:9][CH2:10][N:11]=[C:15]([C:14]3[CH:13]=[CH:20][CH:19]=[CH:18][CH:17]=3)[C:6]=2[CH:7]=1 |f:2.3,6.7|. Reported procedure: A solution of 5.1 g (12.6 mmole) of 1-[4-chloro-2-benzoylphenyl]-3-phthalimidopropane in 100 ml of ethanol and 20 ml of 3N sodium hydroxide was refluxed for 2 hr. The solution was diluted with 60 ml of 3N hydrochloric acid and refluxed for 12 hr. The mixture was diluted with water and extracted with ether. The aqueous layer was separated, made alkaline with dilute sodium hydroxide, and extracted with methylene chloride. The methylene chloride extract was dried over anhydrous sodium sulfate and c...